This data is from the Open Reaction Database (ORD), a public repository of structured organic reaction records. The task is: describe an organic reaction: reactants, conditions, products, and yield Starting materials: C(#N)C1=NC=C(C=C1)Br (2-cyano-5-bromopyridine), O (water), [N-]=[N+]=[N-].[Na+] (sodiumazide), [Cl-].[NH4+] (ammonium chloride). The solvent is CN(C=O)C (dimethylformamide). Conditions: temperature 110 celsius, time 3 hour. Yields the product N1N=NN=C1C1=NC=C(C=C1)Br (2-(tetrazol-5-yl)-5-bromopyridine). Isolated yield 85.0%. As a reaction SMILES: [C:1]([C:3]1[CH:8]=[CH:7][C:6]([Br:9])=[CH:5][N:4]=1)#[N:2].[N-:10]=[N+:11]=[N-:12].[Na+].[Cl-].[NH4+].O>CN(C)C=O>[NH:10]1[C:1]([C:3]2[CH:8]=[CH:7][C:6]([Br:9])=[CH:5][N:4]=2)=[N:2][N:12]=[N:11]1 |f:1.2,3.4|. Procedure: 10 g of 2-cyano-5-bromopyridine prepared in the Preparation example 5 was dissolved in 100 ml of dimethylformamide, 5.33 g of sodiumazide, and 4.4 g of ammonium chloride were added to the solution at room temperature, and the solution was stirred at the temperature of 110° C. for 3 hours for reaction. The reaction mixture was added with water and then was extracted with ethyl acetate. The organic layer, thus separated, was washed with brine, dehydrated, filtrated and concentrated in vacuo thereb... Reactants: Cl (HCl), N(=O)OC(C)(C)C (tert-butyl nitrite), NC1=CC(=NC(=N1)C(=O)OCC)C(=O)OCC (diethyl 6-aminopyrimidine-2,4-dicarboxylate). Solvent: CN(C)C=O (DMF), CN(C)C=O (DMF). Reaction conditions: temperature 60 celsius. The product is N1=C(N=C(C=C1)C(=O)OCC)C(=O)OCC (diethyl pyrimidine-2,4-dicarboxylate). As a reaction SMILES: N(OC(C)(C)C)=O.N[C:9]1[N:14]=[C:13]([C:15]([O:17][CH2:18][CH3:19])=[O:16])[N:12]=[C:11]([C:20]([O:22][CH2:23][CH3:24])=[O:21])[CH:10]=1.Cl>CN(C=O)C>[N:14]1[CH:9]=[CH:10][C:11]([C:20]([O:22][CH2:23][CH3:24])=[O:21])=[N:12][C:13]=1[C:15]([O:17][CH2:18][CH3:19])=[O:16]. Reported procedure: Next, To a stirred solution of tert-butyl nitrite (268 mg, 2.34 mmol.) in DMF (5 mL) at 60° C. is added a solution of diethyl 6-aminopyrimidine-2,4-dicarboxylate (280 mg, 1.17 mmol) in DMF (0.5 mL) dropwise and mixture is heated at 60° C. for 18 hours. The mixture is cooled to room temperature and poured into 1N HCl (10 mL). The mixture is extracted three times with ethyl acetate and the combined organic layers are washed with water and brine then is dried over magnesium sulfate. The solvent is ... The reactants are Cl (hydrogen chloride), Cl.O(C1=CC=CC=C1)CC(O)C1=NC=CC=C1 (α-phenoxymethyl-2-pyridinemethanol hydrochloride), N1=CC=CC=C1 (pyridine), N1CCCCC1 (piperidine). Reagents/catalysts: [Pt]=O (platinum oxide). Solvent: C(Cl)Cl.CCCCCC (methylene chloride hexane), CO (methanol), CO.C(Cl)Cl (methanol methylene chloride). The product is Cl.O(C1=CC=CC=C1)CC(O)C1NCCCC1 (α-Phenoxymethyl-2-piperidinemethanol hydrochloride). Isolated yield 25.5%. Reaction SMILES: [ClH:1].[O:2]([CH2:9][CH:10]([C:12]1[CH:17]=[CH:16][CH:15]=[CH:14][N:13]=1)[OH:11])[C:3]1[CH:8]=[CH:7][CH:6]=[CH:5][CH:4]=1.N1C=CC=CC=1.N1CCCCC1.Cl>CO.CO.C(Cl)Cl.C(Cl)Cl.CCCCCC.[Pt]=O>[ClH:1].[O:2]([CH2:9][CH:10]([CH:12]1[CH2:17][CH2:16][CH2:15][CH2:14][NH:13]1)[OH:11])[C:3]1[CH:4]=[CH:5][CH:6]=[CH:7][CH:8]=1 |f:0.1,6.7,8.9,11.12|. Procedure: A solution of α-phenoxymethyl-2-pyridinemethanol hydrochloride (20.22 g, 0.08 mole) in 425 ml of methanol was hydrogenated for 2.5 hr in the presence of 1 g of platinum oxide at room temperature. TLC analysis (in 5% methanol-methylene chloride) showed that all the pyridine compound had been converted to the piperidine derivatives. Removal of methanol furnished an oil. The oil was dissolved in methylene chloride-hexane mixture and treated with ethereal hydrogen chloride. The resulting salt was tr...